This data is from the Open Reaction Database (ORD), a public repository of structured organic reaction records. The task is: describe an organic reaction: reactants, conditions, products, and yield Reactants: FC=1C=C2CC(NC2=CC1)=O (5-fluoro-1,3-dihydro-indol-2-one), CC(=O)C (acetone), N1CCCCC1 (piperidine). The solvent is CO (methanol). Yields the product FC=1C=C2C(C(NC2=CC1)=O)=C(C)C (5-fluoro-3-isopropylidene-1,3-dihydro-indol-2-one). The yield is 68.0%. As a reaction SMILES: [F:1][C:2]1[CH:3]=[C:4]2[C:8](=[CH:9][CH:10]=1)[NH:7][C:6](=[O:11])[CH2:5]2.[CH3:12][C:13]([CH3:15])=O.N1CCCCC1>CO>[F:1][C:2]1[CH:3]=[C:4]2[C:8](=[CH:9][CH:10]=1)[NH:7][C:6](=[O:11])[C:5]2=[C:13]([CH3:15])[CH3:12]. Procedure: A mixture of 5-fluoro-1,3-dihydro-indol-2-one (2.84 g, 20 mmol), acetone (2.2 mL, 30 mmol) and piperidine (0.8 mL, 8 mmol) in methanol (100 mL) was heated to reflux for 16 hours. Then the reaction mixture was allowed to cool to room temperature. The solid was collected by filtration, washed with methanol (20 mL) and dried in vacuo to afford 5-fluoro-3-isopropylidene-1,3-dihydro-indol-2-one (2.6 g, 68%) as powder. Reactants: O=C([O-])[O-], O=C(Nc1cc[nH]c(=O)n1)OCc1ccccc1, [K+], [K+], CN(C)C=O. Yields the product O=C(O)Cn1ccc(NC(=O)OCc2ccccc2)nc1=O. Reaction SMILES: [C:19]([O-:20])([O-:21])=[O:22].[CH2:1]([c:2]1[cH:3][cH:4][cH:5][cH:6][cH:7]1)[O:8][C:9](=[O:10])[NH:11][c:12]1[n:13][c:14](=[O:18])[nH:15][cH:16][cH:17]1.[K+:23].[K+:24].[O:25]=[CH:26][N:27]([CH3:28])[CH3:29]>>[CH2:1]([c:2]1[cH:3][cH:4][cH:5][cH:6][cH:7]1)[O:8][C:9](=[O:10])[NH:11][c:12]1[n:13][c:14](=[O:18])[n:15]([CH2:26][C:19]([OH:20])=[O:22])[cH:16][cH:17]1. Reactants: O=C([O-])[O-], CCOCCBr, CCC(C)=O, CCOC(C)=O, [K+], [K+], O, COC(=O)c1ccc(I)c(O)c1. Yields the product CCOCCOc1cc(C(=O)OC)ccc1I. Reaction SMILES: [C:7](=[O:8])([O-:9])[O-:10].[CH2:1]([CH3:2])[O:3][CH2:4][CH2:5][Br:6].[CH2:26]([C:27]([CH3:28])=[O:29])[CH3:30].[CH3:31][CH2:32][O:33][C:34](=[O:35])[CH3:36].[K+:11].[K+:12].[OH2:25].[OH:13][c:14]1[cH:15][c:16]([C:17](=[O:18])[O:19][CH3:20])[cH:21][cH:22][c:23]1[I:24]>>[CH2:1]([CH3:2])[O:3][CH2:4][CH2:5][O:13][c:14]1[cH:15][c:16]([C:17](=[O:18])[O:19][CH3:20])[cH:21][cH:22][c:23]1[I:24]. The reactants are COC(=O)c1ccc(OC)c(C#N)c1, CCO, NO. The product is COC(=O)c1ccc(OC)c(C(N)=NO)c1. RXN SMILES: [C:1](#[N:2])[c:3]1[cH:4][c:5]([C:6](=[O:7])[O:8][CH3:9])[cH:10][cH:11][c:12]1[O:13][CH3:14].[CH3:17][CH2:18][OH:19].[NH2:15][OH:16]>>[C:1]([NH2:2])([c:3]1[cH:4][c:5]([C:6](=[O:7])[O:8][CH3:9])[cH:10][cH:11][c:12]1[O:13][CH3:14])=[N:15][OH:16]. The reactants are C(P(OCC)(OCC)=O)P(OCC)(OCC)=O (tetraethyl methylenediphosphonate), [H-].[Na+] (sodium hydride), C(=O)C=1C(=NN(C1)C1=CC=CC=C1)NC(C1=CC(=C(C=C1)OCC=1N=C(OC1C)C1=CC=CC=C1)OC)=O (N-(4-formyl-1-phenyl-1H-pyrazol-3-yl)-3-methoxy-4-[(5-methyl-2-phenyl-1,3-oxazol-4-yl)methoxy]benzamide), O (Water). Solvent: CN(C=O)C (N,N-dimethylformamide), CN(C=O)C (N,N-dimethylformamide). Conditions: time 20 minute. Product: COC=1C=C(C(=O)NC2=NN(C=C2/C=C/P(OCC)(OCC)=O)C2=CC=CC=C2)C=CC1OCC=1N=C(OC1C)C1=CC=CC=C1 (diethyl (E)-2-[3-({3-methoxy-4-[(5-methyl-2-phenyl-1,3-oxazol-4-yl)methoxy]benzoyl}amino)-1-phenyl-1H-pyrazol-4-yl]ethenylphosphonate). Yield: 38.0%. As a reaction SMILES: [CH2:1]([P:10](=[O:17])([O:14][CH2:15][CH3:16])[O:11][CH2:12][CH3:13])P(=O)(OCC)OCC.[H-].[Na+].[CH:20]([C:22]1[C:23]([NH:33][C:34](=[O:57])[C:35]2[CH:40]=[CH:39][C:38]([O:41][CH2:42][C:43]3[N:44]=[C:45]([C:49]4[CH:54]=[CH:53][CH:52]=[CH:51][CH:50]=4)[O:46][C:47]=3[CH3:48])=[C:37]([O:55][CH3:56])[CH:36]=2)=[N:24][N:25]([C:27]2[CH:32]=[CH:31][CH:30]=[CH:29][CH:28]=2)[CH:26]=1)=O.O>CN(C)C=O>[CH3:56][O:55][C:37]1[CH:36]=[C:35]([CH:40]=[CH:39][C:38]=1[O:41][CH2:42][C:43]1[N:44]=[C:45]([C:49]2[CH:54]=[CH:53][CH:52]=[CH:51][CH:50]=2)[O:46][C:47]=1[CH3:48])[C:34]([NH:33][C:23]1[C:22](/[CH:20]=[CH:1]/[P:10](=[O:17])([O:11][CH2:12][CH3:13])[O:14][CH2:15][CH3:16])=[CH:26][N:25]([C:27]2[CH:28]=[CH:29][CH:30]=[CH:31][CH:32]=2)[N:24]=1)=[O:57] |f:1.2|. Procedure details: To a solution of tetraethyl methylenediphosphonate (215 mg) in N,N-dimethylformamide (5 mL) was added sodium hydride (60% in oil, 38 mg), and the mixture was stirred at room temperature for 20 min. A solution of N-(4-formyl-1-phenyl-1H-pyrazol-3-yl)-3-methoxy-4-[(5-methyl-2-phenyl-1,3-oxazol-4-yl)methoxy]benzamide (433 mg) in N,N-dimethylformamide (5 mL) was added to the reaction mixture, and the mixture was stirred at room temperature for 2 hrs. Water was poured into the reaction mixture, and t...